From a dataset of the Open Reaction Database (ORD), a public repository of structured organic reaction records. describe an organic reaction: reactants, conditions, products, and yield Run in C(C)(=O)O (acetic acid). Reported procedure: to a suspension of 5-methyl-2-(4-nitrophenyl)-4-phenyloxazole (1.20 g, 4.3 mmol) in acetic acid at room temperature was added all at once zinc dust (0.59 ml, 64 mmol). An exotherm developed. The mixture was stirred vigorously for 90 minutes then filtered. The filtrate was concentrated under reduced pressure, diluted with toluene then concentrated under reduced pressure to afford a yellow oily solid (1.1 g, quant.). ESI+ m/z=251.1 [MH]+. As a reaction SMILES: [CH3:1][C:2]1[O:6][C:5]([C:7]2[CH:12]=[CH:11][C:10]([N+:13]([O-])=O)=[CH:9][CH:8]=2)=[N:4][C:3]=1[C:16]1[CH:21]=[CH:20][CH:19]=[CH:18][CH:17]=1>C(O)(=O)C.[Zn]>[CH3:1][C:2]1[O:6][C:5]([C:7]2[CH:8]=[CH:9][C:10]([NH2:13])=[CH:11][CH:12]=2)=[N:4][C:3]=1[C:16]1[CH:17]=[CH:18][CH:19]=[CH:20][CH:21]=1. The reagents and catalysts are [Zn] (zinc). The product is CC1=C(N=C(O1)C1=CC=C(C=C1)N)C1=CC=CC=C1 (4-(5-methyl-4-phenyloxazol-2-yl)benzenamine). Reactants: CC1=C(N=C(O1)C1=CC=C(C=C1)[N+](=O)[O-])C1=CC=CC=C1 (5-methyl-2-(4-nitrophenyl)-4-phenyloxazole). Run at time 90 minute. Yields the product Cc3ccc(c2ccc(c1ccc(C)cc1)cc2)cc3. Reactants: COc1ccc(OC)cc1 (substrate), Cc1ccc([Mg]Br)cc1 (effective_coupling_partner). Conditions: temperature 100 celsius, time 12 hour. Reagents/catalysts: C1-CDC.